Dataset: the Open Reaction Database (ORD), a public repository of structured organic reaction records. Task: describe an organic reaction: reactants, conditions, products, and yield Product: O=C(CCCl)c1cc(F)cc(Cl)c1. Reaction SMILES: [Br-:1].[Cl-:18].[Cl-:20].[Cl:11][CH2:12][CH2:13][C:14](=[O:15])[Cl:16].[Cl:2][c:3]1[cH:4][c:5]([Mg+:10])[cH:6][c:7]([F:9])[cH:8]1.[ClH:17].[O:98]1[CH2:99][CH2:100][CH2:101][CH2:102]1.[Zn+2:19].[cH:21]1[cH:22][cH:23][c:24]([P:25]([Pd:26]([P:27]([c:28]2[cH:29][cH:30][cH:31][cH:32][cH:33]2)([c:34]2[cH:35][cH:36][cH:37][cH:38][cH:39]2)[c:40]2[cH:41][cH:42][cH:43][cH:44][cH:45]2)([P:46]([c:47]2[cH:48][cH:49][cH:50][cH:51][cH:52]2)([c:53]2[cH:54][cH:55][cH:56][cH:57][cH:58]2)[c:59]2[cH:60][cH:61][cH:62][cH:63][cH:64]2)[P:65]([c:66]2[cH:67][cH:68][cH:69][cH:70][cH:71]2)([c:72]2[cH:73][cH:74][cH:75][cH:76][cH:77]2)[c:78]2[cH:79][cH:80][cH:81][cH:82][cH:83]2)([c:84]2[cH:85][cH:86][cH:87][cH:88][cH:89]2)[c:90]2[cH:91][cH:92][cH:93][cH:94][cH:95]2)[cH:96][cH:97]1>>[Cl:2][c:3]1[cH:4][c:5]([C:14]([CH2:13][CH2:12][Cl:11])=[O:15])[cH:6][c:7]([F:9])[cH:8]1. The reactants are [Br-], [Cl-], [Cl-], O=C(Cl)CCCl, Fc1cc([Mg+])cc(Cl)c1, Cl, C1CCOC1, [Zn+2], c1ccc(P(c2ccccc2)(c2ccccc2)[Pd](P(c2ccccc2)(c2ccccc2)c2ccccc2)(P(c2ccccc2)(c2ccccc2)c2ccccc2)P(c2ccccc2)(c2ccccc2)c2ccccc2)cc1. Reactants: CC(C)(C)OC(=O)NC1CCc2nc(NC(=O)OCc3ccccc3)sc2C1, ClCCl, O=C(O)C(F)(F)F. Product: NC1CCc2nc(NC(=O)OCc3ccccc3)sc2C1, O=C(O)C(F)(F)F. Reaction SMILES: [CH2:1]([c:2]1[cH:3][cH:4][cH:5][cH:6][cH:7]1)[O:8][C:9]([NH:10][c:11]1[s:12][c:13]2[c:14]([n:15]1)[CH2:16][CH2:17][CH:18]([NH:20][C:21]([O:22][C:23]([CH3:24])([CH3:25])[CH3:26])=[O:27])[CH2:19]2)=[O:28].[Cl:36][CH2:37][Cl:38].[F:29][C:30]([C:31](=[O:32])[OH:33])([F:34])[F:35]>>[CH2:1]([c:2]1[cH:3][cH:4][cH:5][cH:6][cH:7]1)[O:8][C:9]([NH:10][c:11]1[s:12][c:13]2[c:14]([n:15]1)[CH2:16][CH2:17][CH:18]([NH2:20])[CH2:19]2)=[O:28].[F:29][C:30]([C:31](=[O:32])[OH:33])([F:34])[F:35]. Reactants: FC1=CC=C(C=C1)C=1SC(=CN1)C(=O)C1=CC=NC=C1 ((2-(4-fluorophenyl)thiazol-5-yl)(pyridin-4-yl)methanone), C(C)(C)[Mg]Br (isopropyl magnesium bromide). Solvent: C1CCOC1 (THF). Conditions: time 1 hour. Yields the product FC1=CC=C(C=C1)C=1SC(=CN1)C(C(C)C)(O)C1=CC=NC=C1 (1-(2-(4-fluorophenyl)thiazol-5-yl)-2-methyl-1-(pyridin-4-yl)propan-1-ol). Yield: 19.9%. Reaction SMILES: [F:1][C:2]1[CH:7]=[CH:6][C:5]([C:8]2[S:9][C:10]([C:13]([C:15]3[CH:20]=[CH:19][N:18]=[CH:17][CH:16]=3)=[O:14])=[CH:11][N:12]=2)=[CH:4][CH:3]=1.[CH:21]([Mg]Br)([CH3:23])[CH3:22]>C1COCC1>[F:1][C:2]1[CH:3]=[CH:4][C:5]([C:8]2[S:9][C:10]([C:13]([C:15]3[CH:16]=[CH:17][N:18]=[CH:19][CH:20]=3)([OH:14])[CH:21]([CH3:23])[CH3:22])=[CH:11][N:12]=2)=[CH:6][CH:7]=1. Procedure details: To a stirred solution of (2-(4-fluorophenyl)thiazol-5-yl)(pyridin-4-yl)methanone (0.1 g, 0.352 mmol) in THF (10 mL) was added isopropyl magnesium bromide (0.1 g, 0.704 mmol) at 0° C. The reaction mixture was stirred for 1 hour at room temperature. After completion of the reaction, the reaction mixture was quenched with ammonium chloride (5 mL) at 0° C., extracted with ethyl acetate (2×20 mL), washed with water followed by brine (20 mL), dried over Na2SO4, and concentrated under reduced pressure.... The reactants are C1(=CC=CC=C1)S(=O)(=O)Cl (benzenesulfonyl chloride), Cl (hydrochloric acid), C(CC)O[C@@H]1CC[C@H](CC1)C=1C=NC(=NC1)C1=CC=C(C(=O)N)C=C1 (trans-p-[5-(4-n-propyloxycyclohexyl)-2-pyrimidinyl]benzamide), N1=CC=CC=C1 (pyridine). Solvent: C(Cl)Cl (methylene chloride). Reaction conditions: temperature 40 celsius. The product is C(CC)O[C@@H]1CC[C@H](CC1)C=1C=NC(=NC1)C1=CC=C(C#N)C=C1 (trans-p-[5-(4-n-propyloxycyclohexyl)-2-pyrimidinyl]benzonitrile). Reaction SMILES: C1(S(Cl)(=O)=O)C=CC=CC=1.[CH2:11]([O:14][C@H:15]1[CH2:20][CH2:19][C@H:18]([C:21]2[CH:22]=[N:23][C:24]([C:27]3[CH:35]=[CH:34][C:30]([C:31]([NH2:33])=O)=[CH:29][CH:28]=3)=[N:25][CH:26]=2)[CH2:17][CH2:16]1)[CH2:12][CH3:13].N1C=CC=CC=1.Cl>C(Cl)Cl>[CH2:11]([O:14][C@H:15]1[CH2:20][CH2:19][C@H:18]([C:21]2[CH:22]=[N:23][C:24]([C:27]3[CH:28]=[CH:29][C:30]([C:31]#[N:33])=[CH:34][CH:35]=3)=[N:25][CH:26]=2)[CH2:17][CH2:16]1)[CH2:12][CH3:13]. Reported procedure: 9.2 Ml. of benzenesulfonyl chloride are added dropwise while stirring to a suspension of 16.0 g. of trans-p-[5-(4-n-propyloxycyclohexyl)-2-pyrimidinyl]benzamide in 170 ml. of pyridine. The mixture is then warmed to 40° C. for 15 hours in an oil-bath. The clear mixture is poured into a mixture of 200 g. of ice and 24.1 ml. of concentrated hydrochloric acid and the product is taken up in methylene chloride. The extract is washed three times with 195 ml. of 3-N hydrochloric acid each time, then wit... The reactants are COC(CN1C([C@@H](NCC1)CCC(=N)NCNS(=O)(=O)C1=CC=C(C=C1)C)=O)=O (methyl-2-{(3S)-3-[3-imino(4-methylphenylsulfonamido)methylaminopropyl]-2-oxohexahydro-1-pyrazinyl}acetate), CCN(C(C)C)C(C)C (DIEA), C1(=CC=CC=C1)CS(=O)(=O)Cl (α-toluenesulfonyl chloride). Run in C(Cl)Cl (CH2Cl2). Conditions: temperature -78 celsius, time 3 hour. Yields the product COC(CN1C([C@@H](N(CC1)S(=O)(=O)CC1=CC=CC=C1)CCC(=N)NCNS(=O)(=O)C1=CC=C(C=C1)C)=O)=O (methyl-2-{(3S)-4-benzylsulfonyl-3-[3-imino(4-methylphenylsulfonamido)methylaminopropyl]-2-oxohexahydro-1-pyrazinyl}acetate). Yield: 50.0%. As a reaction SMILES: [CH3:1][O:2][C:3](=[O:29])[CH2:4][N:5]1[CH2:10][CH2:9][NH:8][C@@H:7]([CH2:11][CH2:12][C:13]([NH:15][CH2:16][NH:17][S:18]([C:21]2[CH:26]=[CH:25][C:24]([CH3:27])=[CH:23][CH:22]=2)(=[O:20])=[O:19])=[NH:14])[C:6]1=[O:28].CCN(C(C)C)C(C)C.[C:39]1([CH2:45][S:46](Cl)(=[O:48])=[O:47])[CH:44]=[CH:43][CH:42]=[CH:41][CH:40]=1>C(Cl)Cl>[CH3:1][O:2][C:3](=[O:29])[CH2:4][N:5]1[CH2:10][CH2:9][N:8]([S:46]([CH2:45][C:39]2[CH:44]=[CH:43][CH:42]=[CH:41][CH:40]=2)(=[O:48])=[O:47])[C@@H:7]([CH2:11][CH2:12][C:13]([NH:15][CH2:16][NH:17][S:18]([C:21]2[CH:26]=[CH:25][C:24]([CH3:27])=[CH:23][CH:22]=2)(=[O:20])=[O:19])=[NH:14])[C:6]1=[O:28]. Procedure: To a solution of the compound of Example 16 (0.48 mmol) and DIEA in CH2Cl2 (2 mL) at −78° C., was added α-toluenesulfonyl chloride (110 mg, 0.57 mmol). The mixture was stirred at −78° C. for three hours and evaporated in vacuo. The residue was dissolved in CH2Cl2 and H2O. The organic layer was washed with sat. NaHCO3, sat. NaCl, dried over Na2SO4 and evaporated to give the title compound as a solid (50% yield).